From a dataset of the Open Reaction Database (ORD), a public repository of structured organic reaction records. describe an organic reaction: reactants, conditions, products, and yield Reactants: O=C([O-])[O-], CCC(C)=O, ClCc1ccsc1, [I-], [K+], [K+], [K+], O=C(O)CCC(=O)c1ccc(O)cc1O. Yields the product O=C(O)CCC(=O)c1ccc(OCc2ccsc2)cc1O. RXN SMILES: [C:16](=[O:17])([O-:18])[O-:19].[CH2:31]([C:32]([CH3:33])=[O:34])[CH3:35].[Cl:24][CH2:25][c:26]1[cH:27][s:28][cH:29][cH:30]1.[I-:23].[K+:20].[K+:21].[K+:22].[OH:1][c:2]1[c:3]([C:9]([CH2:10][CH2:11][C:12](=[O:13])[OH:14])=[O:15])[cH:4][cH:5][c:6]([OH:8])[cH:7]1>>[OH:1][c:2]1[c:3]([C:9]([CH2:10][CH2:11][C:12](=[O:13])[OH:14])=[O:15])[cH:4][cH:5][c:6]([O:8][CH2:25][c:26]2[cH:27][s:28][cH:29][cH:30]2)[cH:7]1. Reactants: NC(Cc1ccc(B(O)O)cc1)C(=O)O, CC#N, COc1ccc(CNc2cc(Cl)ncn2)cc1OC1CCCC1, [Na+], [Na+], O=C([O-])[O-]. Yields the product COc1ccc(CNc2cc(-c3ccc(CC(N)C(=O)O)cc3)ncn2)cc1OC1CCCC1. As a reaction SMILES: [B:24]([OH:25])([OH:26])[c:27]1[cH:28][cH:29][c:30]([CH2:31][CH:32]([NH2:33])[C:34](=[O:35])[OH:36])[cH:37][cH:38]1.[CH3:45][C:46]#[N:47].[Cl:1][c:2]1[cH:3][c:4]([NH:8][CH2:9][c:10]2[cH:11][c:12]([O:18][CH:19]3[CH2:20][CH2:21][CH2:22][CH2:23]3)[c:13]([O:16][CH3:17])[cH:14][cH:15]2)[n:5][cH:6][n:7]1.[Na+:39].[Na+:40].[O-:41][C:42](=[O:43])[O-:44]>>[c:2]1(-[c:27]2[cH:28][cH:29][c:30]([CH2:31][CH:32]([NH2:33])[C:34](=[O:35])[OH:36])[cH:37][cH:38]2)[cH:3][c:4]([NH:8][CH2:9][c:10]2[cH:11][c:12]([O:18][CH:19]3[CH2:20][CH2:21][CH2:22][CH2:23]3)[c:13]([O:16][CH3:17])[cH:14][cH:15]2)[n:5][cH:6][n:7]1. Reactants: C(CC)N1CCC(CC1)OC1=CC2=C(NC(C=3CCCNC23)=O)C=C1 (9-(1-Propylpiperidine-4-yloxy)-1,2,3,4-tetrahydrobenzo[h][1,6]naphthyridine-5(6H)-one), O1CCOCC1.Cl (hydrochloric acid 1,4-dioxane). Solvent: C(C)O.O1CCOCC1 (ethanol 1,4-dioxane). Conditions: time 8 hour. Yields the product Cl.Cl.C(CC)N1CCC(CC1)OC1=CC2=C(NC(C=3CCCNC23)=O)C=C1 (9-(1-Propylpiperidine-4-yloxy)-1,2,3,4-tetrahydrobenzo[h][1,6]naphthyridine-5(6H)-one dihydrochloride). Yield: 79.0%. As a reaction SMILES: [CH2:1]([N:4]1[CH2:9][CH2:8][CH:7]([O:10][C:11]2[CH:25]=[CH:24][C:14]3[NH:15][C:16](=[O:23])[C:17]4[CH2:18][CH2:19][CH2:20][NH:21][C:22]=4[C:13]=3[CH:12]=2)[CH2:6][CH2:5]1)[CH2:2][CH3:3].O1CCOCC1.[ClH:32]>C(O)C.O1CCOCC1>[ClH:32].[ClH:32].[CH2:1]([N:4]1[CH2:9][CH2:8][CH:7]([O:10][C:11]2[CH:25]=[CH:24][C:14]3[NH:15][C:16](=[O:23])[C:17]4[CH2:18][CH2:19][CH2:20][NH:21][C:22]=4[C:13]=3[CH:12]=2)[CH2:6][CH2:5]1)[CH2:2][CH3:3] |f:1.2,3.4,5.6.7|. Reported procedure: The compound (28 mg, 0.08 mmol) prepared in step 6 was dissolved in ethanol/1,4-dioxane, added with 3.7 N hydrochloric acid 1,4-dioxane solution. The resulting mixture was stirred overnight at room temperature. Once the reaction was completed, the mixture was concentrated under reduced pressure and washed with ethyl acetate. The organic layer was dried over anhydrous sodium sulfate and concentrated under reduced pressure to obtain the title compound (27 mg, yield: 79%, yellow solid). The reactants are C(C)NCC (diethylamine), BrCC1=CC2=CC=CC=C2C=C1CBr (2,3-bis(bromomethyl)naphthalene). Solvent: C(C)O (ethanol). Yields the product [Br-].C(C)[N+]1(CC=2C=C3C(=CC2C1)C=CC=C3)CC (2,2-diethylbenz[f]isoindolinium bromide). RXN SMILES: [CH2:1]([NH:3][CH2:4][CH3:5])[CH3:2].[Br:6][CH2:7][C:8]1[C:17]([CH2:18]Br)=[CH:16][C:15]2[C:10](=[CH:11][CH:12]=[CH:13][CH:14]=2)[CH:9]=1>C(O)C>[Br-:6].[CH2:1]([N+:3]1([CH2:4][CH3:5])[CH2:18][C:17]2[CH:16]=[C:15]3[CH:14]=[CH:13][CH:12]=[CH:11][C:10]3=[CH:9][C:8]=2[CH2:7]1)[CH3:2] |f:3.4|. Procedure details: An ethanolic diethylamine solution (100 ml) was added dropwise to 2,3-bis(bromomethyl)naphthalene (20 g) in ethanol (10 ml) kept at 0°. The precipitate which formed was filtered and recrystallised from propan-2-ol/water to give 2,2-diethylbenz[f]isoindolinium bromide m.p. 228°. The reactants are FC1=C(C(=CC=C1)F)CN1C2=CC=CC(=C2C=2C(=CC=CC12)OCC(=O)OC)C(N)=O ({9-[(2,6-difluorophenyl)methyl]-5-carbamoylcarbazol-4-yl}oxyacetic acid, methyl ester), [OH-].[Na+] (NaOH), diethyl ether hexanes. Solvent: C(C)O (ethanol). Conditions: temperature 25 celsius, time 18 hour. The product is FC1=C(C(=CC=C1)F)CN1C2=CC=CC(=C2C=2C(=CC=CC12)OCC(=O)O)C(N)=O ({9-[(2,6-difluorophenyl)methyl]-5-carbamoylcarbazol-4-yl}oxyacetic acid). The yield is 99.8%. Reaction SMILES: [F:1][C:2]1[CH:7]=[CH:6][CH:5]=[C:4]([F:8])[C:3]=1[CH2:9][N:10]1[C:22]2[CH:21]=[CH:20][CH:19]=[C:18]([O:23][CH2:24][C:25]([O:27]C)=[O:26])[C:17]=2[C:16]2[C:11]1=[CH:12][CH:13]=[CH:14][C:15]=2[C:29](=[O:31])[NH2:30].[OH-].[Na+]>C(O)C>[F:1][C:2]1[CH:7]=[CH:6][CH:5]=[C:4]([F:8])[C:3]=1[CH2:9][N:10]1[C:22]2[CH:21]=[CH:20][CH:19]=[C:18]([O:23][CH2:24][C:25]([OH:27])=[O:26])[C:17]=2[C:16]2[C:11]1=[CH:12][CH:13]=[CH:14][C:15]=2[C:29](=[O:31])[NH2:30] |f:1.2|. Reported procedure: A suspension of the {9-[(2,6-difluorophenyl)methyl]-5-carbamoylcarbazol-4-yl}oxyacetic acid, methyl ester (85 mg, 0.2 mM) and 0.22 mL (0.22 mM) of 1 N NaOH in 5 mL of ethanol was stirred for 18 hours at 25° C. A small volume of diethyl ether/hexanes was added, then cooled in the refrigerator. The resultant white precipitate was collected by filtration, washed with a small amount of EtOH/diethyl ether/hexanes, then dried in vacuo to afford 82 mg (95%) of the {9-[(2,6-difluorophenyl)methyl]-5-carb... The reactants are C(C)(C)C1=NC(=C(C(=C1CO)C1=CC(=CC=C1)Cl)C=CCCC)C(C)C (2,6-Diisopropyl-3-hydroxymethyl-4-(3-chlorophenyl)-5-(pent-1-enyl)pyridine). Run in C(C)(=O)OCC.CCCCCC (ethyl acetate n-hexane). Product: C(C)(C)C1=NC(=C(C(=C1CO)C1=CC(=CC=C1)Cl)CCCCC)C(C)C (2,6-Diisopropyl-3-hydroxymethyl-4-(3-chlorophenyl)-5-pentylpyridine). RXN SMILES: [CH:1]([C:4]1[C:9]([CH2:10][OH:11])=[C:8]([C:12]2[CH:17]=[CH:16][CH:15]=[C:14]([Cl:18])[CH:13]=2)[C:7]([CH:19]=[CH:20][CH2:21][CH2:22][CH3:23])=[C:6]([CH:24]([CH3:26])[CH3:25])[N:5]=1)([CH3:3])[CH3:2]>C(OCC)(=O)C.CCCCCC>[CH:1]([C:4]1[C:9]([CH2:10][OH:11])=[C:8]([C:12]2[CH:17]=[CH:16][CH:15]=[C:14]([Cl:18])[CH:13]=2)[C:7]([CH2:19][CH2:20][CH2:21][CH2:22][CH3:23])=[C:6]([CH:24]([CH3:25])[CH3:26])[N:5]=1)([CH3:3])[CH3:2] |f:1.2|. Reported procedure: The title compound was prepared from 2,6-diisopropyl-3-hydroxymethyl-4-(3-chlorophenyl)-5-(pent-1-enyl)pyridine (Example 145) by the procedure described in Example 126. 1H NMR (300 MHz, CDCl3): δ 0.80 (t, J=7.0 Hz, 3 H), 1.0-1.40 (m, 19 H), 2.26 (m, 2 H), 3.23 (m, 1 H) 3.41 (m, 1 H), 4.34 (m, 2 H), 7.05-7.45 (m, 4 H). FAB-MS: calculated for C23H32NOCl 374; found 374 (M+H, 100%). Rf0.26 (10% ethyl acetate/n-hexane). mp 94-95° C. Reactants: O=C([O-])[O-], CCOC(=O)c1c(C=O)csc1NC(=O)OC(C)(C)C, COP(=O)(OC)C(=[N+]=[N-])C(C)=O, CCO, [K+], [K+]. Product: C#Cc1csc(NC(=O)OC(C)(C)C)c1C(=O)OCC. RXN SMILES: [C:21](=[O:22])([O-:23])[O-:24].[CH2:1]([CH3:2])[O:3][C:4](=[O:5])[c:6]1[c:7]([NH:13][C:14](=[O:15])[O:16][C:17]([CH3:18])([CH3:19])[CH3:20])[s:8][cH:9][c:10]1[CH:11]=[O:12].[CH3:27][O:28][P:29]([C:30](=[N+:31]=[N-:32])[C:33](=[O:34])[CH3:35])(=[O:36])[O:37][CH3:38].[CH3:39][CH2:40][OH:41].[K+:25].[K+:26]>>[CH2:1]([CH3:2])[O:3][C:4](=[O:5])[c:6]1[c:7]([NH:13][C:14](=[O:15])[O:16][C:17]([CH3:18])([CH3:19])[CH3:20])[s:8][cH:9][c:10]1[C:11]#[CH:21]. Starting materials: O=C([O-])O, CC(=O)OC(C)=O, CCOC(C)=O, CC1(Cc2cccc(N)c2)Cc2ccccc2C1=O, [Na+]. Product: CC(=O)Nc1cccc(CC2(C)Cc3ccccc3C2=O)c1. Reaction SMILES: [C:27](=[O:28])([OH:29])[O-:30].[CH3:1][C:2](=[O:3])[O:4][C:5](=[O:6])[CH3:7].[CH3:32][CH2:33][O:34][C:35](=[O:36])[CH3:37].[NH2:8][c:9]1[cH:10][c:11]([CH2:15][C:16]2([CH3:26])[C:17](=[O:25])[c:18]3[cH:19][cH:20][cH:21][cH:22][c:23]3[CH2:24]2)[cH:12][cH:13][cH:14]1.[Na+:31]>>[CH3:1][C:2](=[O:3])[NH:8][c:9]1[cH:10][c:11]([CH2:15][C:16]2([CH3:26])[C:17](=[O:25])[c:18]3[cH:19][cH:20][cH:21][cH:22][c:23]3[CH2:24]2)[cH:12][cH:13][cH:14]1.